This data is from the Open Reaction Database (ORD), a public repository of structured organic reaction records. The task is: describe an organic reaction: reactants, conditions, products, and yield RXN SMILES: [Cl-].[Al+3].[Cl-].[Cl-].[CH2:5]([CH:12]1[CH2:17][CH2:16][CH2:15][CH2:14][C:13]1=O)[C:6]1[CH:11]=[CH:10][CH:9]=[CH:8][CH:7]=1.Cl>CCCCCC>[CH2:17]1[C:12]2[CH2:5][C:6]3[C:11](=[CH:10][CH:9]=[CH:8][CH:7]=3)[C:13]=2[CH2:14][CH2:15][CH2:16]1 |f:0.1.2.3|. Product: C1CCCC=2C3=CC=CC=C3CC12 (tetrahydrofluorene). Procedure details: Aluminium chloride (53.7 g, 0.40 mol) was added portion wise to 2-benzylcyclohexanone (25 g, 0.13 mol) in 100 mL of hexane. The mixture was heated at 60° C. for 4 h then cooled and poured onto ice acidified with HCl (aq). The organic layer was decanted and the aqueous layer was extracted with 100 mL of hexane. The organics were washed once with a dilute HCl solution, a dilute sodium bicarbonate solution and finally with water. The organic layer was dried, filtered and the hexane was removed. The... Run in CCCCCC (hexane). The reactants are [Cl-].[Al+3].[Cl-].[Cl-] (Aluminium chloride), C(C1=CC=CC=C1)C1C(CCCC1)=O (2-benzylcyclohexanone), Cl (HCl). Run at temperature 60 celsius. Isolated yield 22.6%. The reactants are COc1ccc(Br)c(N)n1, O=C(Cl)Cl. Product: COc1ccc(Br)c(N=C=O)n1. As a reaction SMILES: [Br:1][c:2]1[c:3]([NH2:10])[n:4][c:5]([O:8][CH3:9])[cH:6][cH:7]1.[Cl:11][C:12]([Cl:13])=[O:14]>>[Br:1][c:2]1[c:3]([N:10]=[C:12]=[O:14])[n:4][c:5]([O:8][CH3:9])[cH:6][cH:7]1. The reactants are C(C)OC(=O)C1=NOC(=C1)C=O (ethyl-5-formylisoxazole-3-carboxylate). Solvent: O1CCOCC1 (1,4-dioxan), Cl (hydrochloric acid). The product is C(=O)C1=CC(=NO1)C(=O)O (5-Formyl-isoxazole-3-carboxylic acid). The yield is 86.3%. Reaction SMILES: C([O:3][C:4]([C:6]1[CH:10]=[C:9]([CH:11]=[O:12])[O:8][N:7]=1)=[O:5])C>O1CCOCC1.Cl>[CH:11]([C:9]1[O:8][N:7]=[C:6]([C:4]([OH:5])=[O:3])[CH:10]=1)=[O:12]. Reported procedure: A solution of ethyl-5-formylisoxazole-3-carboxylate (25 mg) in 1,4-dioxan (3 ml) and 2M hydrochloric acid (1 ml) was stirred and heated at reflux for 5 h.; cooled and the solvents removed in vacuo. The residue was triturated in diethyl ether. The solvent was removed and the residue dried to leave the title compound (18 mg) as an orange/brown solid. The reactants are FC(C=1C=CC(=CC1)O)(F)F (α,α,α-trifluoro-p-cresol), ClS(=O)(=O)N=C=O (chlorosulfonyl isocyanate), C1(=CC=CC=C1)C (toluene). The solvent is C1=CC=CC=C1 (benzene). Yields the product FC(C1=CC=C(C=C1)OS(N)(=O)=O)(F)F (Sulfamic acid 4-(trifluoromethyl)phenyl ester). Isolated yield 78.7%. RXN SMILES: [F:1][C:2]([F:11])([F:10])[C:3]1[CH:4]=[CH:5][C:6]([OH:9])=[CH:7][CH:8]=1.Cl[S:13]([N:16]=C=O)(=[O:15])=[O:14].C1(C)C=CC=CC=1>C1C=CC=CC=1>[F:1][C:2]([F:10])([F:11])[C:3]1[CH:4]=[CH:5][C:6]([O:9][S:13](=[O:15])(=[O:14])[NH2:16])=[CH:7][CH:8]=1. Procedure: This compound was prepared according to the procedure used in Example 84. A mixture of 9.6 g (0.059 mole) of α,α,α-trifluoro-p-cresol, 5.7 ml (9.2 g, 0.065 mole) of chlorosulfonyl isocyanate and 75 ml of toluene gave 11.2 g (70%) of white solid, mp 111°-112° C. (benzene). The reactants are CCCCCCCCOc1ccc(-c2ccc(-c3ccc(O)cc3)c(F)c2F)cc1, OCCCCC(F)(F)C(F)(F)C(F)(F)C(F)(F)F, CCOC(=O)N=NC(=O)OCC, c1ccc(P(c2ccccc2)c2ccccc2)cc1. Product: CCCCCCCCOc1ccc(-c2ccc(-c3ccc(OCCCCC(F)(F)C(F)(F)C(F)(F)C(F)(F)F)cc3)c(F)c2F)cc1. As a reaction SMILES: [F:1][c:2]1[c:3](-[c:24]2[cH:25][cH:26][c:27]([OH:30])[cH:28][cH:29]2)[cH:4][cH:5][c:6](-[c:9]2[cH:10][cH:11][c:12]([O:15][CH2:16][CH2:17][CH2:18][CH2:19][CH2:20][CH2:21][CH2:22][CH3:23])[cH:13][cH:14]2)[c:7]1[F:8].[F:31][C:32]([CH2:33][CH2:34][CH2:35][CH2:36][OH:37])([C:38]([C:39]([C:40]([F:41])([F:42])[F:43])([F:44])[F:45])([F:46])[F:47])[F:48].[O:49]=[C:50]([O:51][CH2:52][CH3:53])[N:54]=[N:55][C:56]([O:57][CH2:58][CH3:59])=[O:60].[c:61]1([P:62]([c:63]2[cH:64][cH:65][cH:66][cH:67][cH:68]2)[c:69]2[cH:70][cH:71][cH:72][cH:73][cH:74]2)[cH:75][cH:76][cH:77][cH:78][cH:79]1>>[F:1][c:2]1[c:3](-[c:24]2[cH:25][cH:26][c:27]([O:30][CH2:36][CH2:35][CH2:34][CH2:33][C:32]([F:31])([C:38]([C:39]([C:40]([F:41])([F:42])[F:43])([F:44])[F:45])([F:46])[F:47])[F:48])[cH:28][cH:29]2)[cH:4][cH:5][c:6](-[c:9]2[cH:10][cH:11][c:12]([O:15][CH2:16][CH2:17][CH2:18][CH2:19][CH2:20][CH2:21][CH2:22][CH3:23])[cH:13][cH:14]2)[c:7]1[F:8]. Reactants: CC(C=C)=O (Butenone), FC=1C=C(C=CC1)C(C=O)C1=CC(=CC=C1)F (bis(3-fluorophenyl)acetaldehyde), [OH-].[K+] (potassium hydroxide). Solvent: C(C)OCC (ethyl ether), C(C)O (ethanol), C(C)(=O)OCC (ethyl acetate), O (water). Run at temperature 0 celsius, time 2 hour. Yields the product FC=1C=C(C=CC1)C1(CCC(CC1)=O)C1=CC(=CC=C1)F (4,4-Bis(3-fluorophenyl)cyclohexanone). RXN SMILES: [CH3:1][C:2](=[O:5])[CH:3]=[CH2:4].[F:6][C:7]1[CH:8]=[C:9]([CH:13]([C:16]2[CH:21]=[CH:20][CH:19]=[C:18]([F:22])[CH:17]=2)[CH:14]=O)[CH:10]=[CH:11][CH:12]=1.[OH-].[K+]>C(OCC)C.C(O)C.C(OCC)(=O)C.O>[F:6][C:7]1[CH:8]=[C:9]([C:13]2([C:16]3[CH:21]=[CH:20][CH:19]=[C:18]([F:22])[CH:17]=3)[CH2:14][CH2:1][C:2](=[O:5])[CH2:3][CH2:4]2)[CH:10]=[CH:11][CH:12]=1 |f:2.3|. Procedure: Butenone (50.4 cc) is added to a solution of bis(3-fluorophenyl)acetaldehyde (144.5 g) in ethyl ether (500 cc), and then, after cooling to 0° C., a solution of potassium hydroxide (13.9 g) in ethanol (89 cc) is added dropwise. The reaction mixture is stirred for 2 h at 0° C. and then for 16 hours at 25° C. and diluted with ethyl acetate (300 cc) and water (500 cc). The aqueous phase is washed with ethyl acetate (300 cc). The combined organic phases are washed with a saturated sodium chloride sol... Reactants: FC(C1=NN=C(S1)N1C(N(CCC1O)C)=O)(F)F (Tetrahydro-1-(5-trifluoromethyl-1,3,4-thiadiazol-2-yl)-3-methyl-6-hydroxy-2(1H)-pyrimidinone), CN(C(=O)Cl)C1=CC(=CC=C1)CCl (N-methyl-N-(3-chloromethylphenyl)carbamoyl chloride), N1=CC=CC=C1 (pyridine). The solvent is C1(=CC=CC=C1)C (toluene). Conditions: time 3 hour. Product: FC(C1=NN=C(S1)N1C(N(CCC1OC(N(C1=CC(=CC=C1)CCl)C)=O)C)=O)(F)F (tetrahydro-1-(5-trifluoromethyl-1,3,4-thiadiazol-2-yl)-3-methyl-6-[N-methyl-N-(3-chloromethylphenyl)carbamoyloxy]-2(1H)-pyrimidinone). As a reaction SMILES: [F:1][C:2]([F:18])([F:17])[C:3]1[S:7][C:6]([N:8]2[CH:13]([OH:14])[CH2:12][CH2:11][N:10]([CH3:15])[C:9]2=[O:16])=[N:5][N:4]=1.[CH3:19][N:20]([C:24]1[CH:29]=[CH:28][CH:27]=[C:26]([CH2:30][Cl:31])[CH:25]=1)[C:21](Cl)=[O:22].N1C=CC=CC=1>C1(C)C=CC=CC=1>[F:18][C:2]([F:1])([F:17])[C:3]1[S:7][C:6]([N:8]2[CH:13]([O:14][C:21](=[O:22])[N:20]([CH3:19])[C:24]3[CH:29]=[CH:28][CH:27]=[C:26]([CH2:30][Cl:31])[CH:25]=3)[CH2:12][CH2:11][N:10]([CH3:15])[C:9]2=[O:16])=[N:5][N:4]=1. Procedure: Tetrahydro-1-(5-trifluoromethyl-1,3,4-thiadiazol-2-yl)-3-methyl-6-hydroxy-2(1H)-pyrimidinone (0.05 mole), N-methyl-N-(3-chloromethylphenyl)carbamoyl chloride (0.06 mole), pyridine (0.06 mole) and toluene (150 ml) are charged into a glass reaction vessel equipped with a mechanical stirrer, thermometer and reflux condenser. The reaction mixture is heated at reflux with stirring for a period of about 3 hours. After this time the reaction mixture is cooled to room temperature and is filtered to remo...